This data is from the Open Reaction Database (ORD), a public repository of structured organic reaction records. The task is: describe an organic reaction: reactants, conditions, products, and yield The reactants are CCCCCC.C(CCC)[Li] (n-butyllithium hexane), C(O)([O-])=O.[Na+] (sodium hydrogencarbonate), COC=1C=C2C=CN(C2=CC1)COC (5-methoxy-1-methoxymethylindole), C(CC)(=O)Cl (propionyl chloride). The solvent is C(C)(=O)OCC (ethyl acetate), O1CCCC1 (tetrahydrofuran), O1CCCC1 (tetrahydrofuran). Conditions: temperature -30 celsius, time 5 minute. Yields the product COC=1C=C2C=C(N(C2=CC1)COC)C(CC)=O (5-methoxy-1-methoxymethyl-2-propionylindole). Yield: 34.5%. RXN SMILES: [CH3:1][O:2][C:3]1[CH:4]=[C:5]2[C:9](=[CH:10][CH:11]=1)[N:8]([CH2:12][O:13][CH3:14])[CH:7]=[CH:6]2.CCCCCC.C([Li])CCC.[C:26](Cl)(=[O:29])[CH2:27][CH3:28].C(=O)([O-])O.[Na+]>O1CCCC1.C(OCC)(=O)C>[CH3:1][O:2][C:3]1[CH:4]=[C:5]2[C:9](=[CH:10][CH:11]=1)[N:8]([CH2:12][O:13][CH3:14])[C:7]([C:26](=[O:29])[CH2:27][CH3:28])=[CH:6]2 |f:1.2,4.5|. Reported procedure: 3.00 g of 5-methoxy-1-methoxymethylindole was dissolved in 15 ml of anhydrous tetrahydrofuran. Thereto was dropwise added 11.0 ml of 1.5 M n-butyllithium hexane solution, in 5 minutes with stirring at -30° C. The resulting mixture was stirred at 0° C. for 30 minutes. This solution was dropwise added to a solution of 1.59 g of propionyl chloride dissolved in 15 ml of anhydrous tetrahydrofuran, in 30 minutes with stirring at -60° C. The reaction mixture was stirred at room temperature for 10 minut...